This data is from the Open Reaction Database (ORD), a public repository of structured organic reaction records. The task is: describe an organic reaction: reactants, conditions, products, and yield As a reaction SMILES: [Cl:1][C:2]1[CH:28]=[CH:27][C:5]([CH2:6][C:7]2[C:16]([OH:17])=[C:15]([C:18]([OH:20])=[O:19])[C:14]3[C:9](=[C:10]([C:21]4[CH:26]=CC=[CH:23][CH:22]=4)[CH:11]=[CH:12][CH:13]=3)[N:8]=2)=[CH:4][CH:3]=1.[O:29]1C=CC(C2C=CC=C3C=2NC(=O)C3=O)=C1.C(OCC(=O)CC1C=CC(Cl)=CC=1)(=O)C>>[Cl:1][C:2]1[CH:3]=[CH:4][C:5]([CH2:6][C:7]2[C:16]([OH:17])=[C:15]([C:18]([OH:20])=[O:19])[C:14]3[C:9](=[C:10]([C:21]4[CH:22]=[CH:23][O:29][CH:26]=4)[CH:11]=[CH:12][CH:13]=3)[N:8]=2)=[CH:27][CH:28]=1. Product: ClC1=CC=C(CC2=NC3=C(C=CC=C3C(=C2O)C(=O)O)C2=COC=C2)C=C1 (2-(4-chlorobenzyl)-8-(fur-3-yl)-3-hydroxyquinoline-4-carboxylic Acid). The reactants are ClC1=CC=C(CC2=NC3=C(C=CC=C3C(=C2O)C(=O)O)C2=CC=CC=C2)C=C1 (2-(4-Chloro-benzyl)-3-hydroxy-8-phenyl-quinoline-4-carboxylic Acid), C(C)(=O)OCC(CC1=CC=C(C=C1)Cl)=O (3-(4-chlorophenyl)-2-oxopropyl acetate), C(C)(=O)OCC(CC1=CC=C(C=C1)Cl)=O (3-(4-chlorophenyl)-2-oxopropyl acetate), O1C=C(C=C1)C=1C=CC=C2C(C(NC12)=O)=O (7-(fur-3-yl)isatin), O1C=C(C=C1)C=1C=CC=C2C(C(NC12)=O)=O (7-Furan-3-yl-1H-indole-2,3-dione). Reported procedure: This compound was synthesized according to the procedure described above for Compound 2, reacting 7-(fur-3-yl)isatin, Intermediate 10 (0.84 g, 3.9 mmol) with 3-(4-chlorophenyl)-2-oxopropyl acetate, Intermediate 2 (1.11 g, 4.91 mmol). The crude acid was purified as described above for Compound 3 to give pure product, a mustard-yellow powder Compound 12 (0.217 g, 15% yield): 1H NMR (400 MHz, DMSO-D6) δ 4.40 (s, 2H) 7.09 (d, J=1.8Hz, 1H) 7.39 (q, J=8.6 Hz, 4H) 7.56 (dd, J=8.46, 7.5 Hz, 1H) 7.67 (t,... Isolated yield 15.0%.